This data is from the Open Reaction Database (ORD), a public repository of structured organic reaction records. The task is: describe an organic reaction: reactants, conditions, products, and yield Starting materials: NC1=C(C(=O)C2=CC=CC=C2)C=C(C=C1)[N+](=O)[O-] (2-amino-5-nitrobenzophenone), NS(=O)(=O)O (H2NSO3H), C(CC(=O)C)(=O)OC(C)(C)C (tert-butyl acetoacetate), NC1=C(C(=O)C2=CC=CC=C2)C=C(C=C1)[N+](=O)[O-] (2-amino-5-nitrobenzophenone). Reagents/catalysts: NS(=O)(=O)O (H2NSO3H). Run in CO (MeOH). Run at temperature 120 celsius, time 1 hour. Yields the product CC1=NC2=CC=C(C=C2C(=C1C(=O)OC(C)(C)C)C1=CC=CC=C1)[N+](=O)[O-] (tert-Butyl 2-methyl-6-nitro-4-phenylquinoline-3-carboxylate). The yield is 53.2%. RXN SMILES: [NH2:1][C:2]1[CH:15]=[CH:14][C:13]([N+:16]([O-:18])=[O:17])=[CH:12][C:3]=1[C:4]([C:6]1[CH:11]=[CH:10][CH:9]=[CH:8][CH:7]=1)=O.NS(O)(=O)=O.[C:24]([O:30][C:31]([CH3:34])([CH3:33])[CH3:32])(=[O:29])[CH2:25][C:26]([CH3:28])=O>CO.NS(O)(=O)=O>[CH3:28][C:26]1[C:25]([C:24]([O:30][C:31]([CH3:34])([CH3:33])[CH3:32])=[O:29])=[C:4]([C:6]2[CH:11]=[CH:10][CH:9]=[CH:8][CH:7]=2)[C:3]2[C:2](=[CH:15][CH:14]=[C:13]([N+:16]([O-:18])=[O:17])[CH:12]=2)[N:1]=1. Reported procedure: A mixture of 2-amino-5-nitrobenzophenone (2 g, 8.26 mmol), H2NSO3H (0.09 g, 0.93 mmol) and tert-butyl acetoacetate (3 ml, 18 mmol) was stirred for 1 h at 120° C. under N2. To it, more of H2NSO3H (0.04 g, 0.41 mmol) was added and stirring was continued at 120° C. until all 2-amino-5-nitrobenzophenone was consumed (about 3 h). After cooling to room temperature the solid material formed was dispersed in MeOH (20 ml) and filtered off, washed with fresh MeOH and dried to give pure product as a creamy...